From a dataset of the Open Reaction Database (ORD), a public repository of structured organic reaction records. describe an organic reaction: reactants, conditions, products, and yield Starting materials: ClC=1SC(=CN1)C(=O)N (2-chlorothiazole-5-carboxamide), OC1=CC=C(C=O)C=C1 (4-hydroxybenzaldehyde), C(=O)([O-])[O-].[K+].[K+] (K2CO3). Solvent: CN(C)C=O (DMF). Product: C(=O)C1=CC=C(OC=2SC(=CN2)C(=O)N)C=C1 (2-(4-Formylphenoxy)thiazole-5-carboxamide). Reaction SMILES: Cl[C:2]1[S:3][C:4]([C:7]([NH2:9])=[O:8])=[CH:5][N:6]=1.[OH:10][C:11]1[CH:18]=[CH:17][C:14]([CH:15]=[O:16])=[CH:13][CH:12]=1.C([O-])([O-])=O.[K+].[K+]>CN(C=O)C>[CH:15]([C:14]1[CH:17]=[CH:18][C:11]([O:10][C:2]2[S:3][C:4]([C:7]([NH2:9])=[O:8])=[CH:5][N:6]=2)=[CH:12][CH:13]=1)=[O:16] |f:2.3.4|. Procedure: Dissolve 2-chlorothiazole-5-carboxamide (0.771 g, 4.78 mmol) and 4-hydroxybenzaldehyde (0.584 g, 4.78 mmol) in DMF (15.9 mL). Add K2CO3 (1.651 g, 11.95 mmol) and heat at 100° C. for 2 hours. Concentrate the reaction mixture. Take the solid up in dichloromethane:methanol (5:1). Add ethyl acetate to precipitate out a white solid. Filter and collect the solid as the title compound: 1H NMR (DMSO): 10.00 (s, 1H), 8.11 (s, 1H), 8.02 (d, J=8.4 Hz, 2H), 7.94 (s, 1H), 7.59 (d, J=8.8 Hz, 2H), 7.41 (s, 1H)...